This data is from the Open Reaction Database (ORD), a public repository of structured organic reaction records. The task is: describe an organic reaction: reactants, conditions, products, and yield The reactants are CC(C)(C)c1nc2cc(S(=O)(=O)Cl)ccc2n1CC1CCOCC1, CC(C)(C)N, CN(C)c1ccncc1, CC#N. Yields the product CC(C)(C)NS(=O)(=O)c1ccc2c(c1)nc(C(C)(C)C)n2CC1CCOCC1. RXN SMILES: [C:1]([CH3:2])([CH3:3])([CH3:4])[c:5]1[n:6][c:7]2[c:8]([n:9]1[CH2:10][CH:11]1[CH2:12][CH2:13][O:14][CH2:15][CH2:16]1)[cH:17][cH:18][c:19]([S:21](=[O:22])(=[O:23])[Cl:24])[cH:20]2.[CH3:25][C:26]([CH3:27])([CH3:28])[NH2:29].[CH3:30][N:31]([c:32]1[cH:33][cH:34][n:35][cH:36][cH:37]1)[CH3:38].[CH3:39][C:40]#[N:41]>>[C:1]([CH3:2])([CH3:3])([CH3:4])[c:5]1[n:6][c:7]2[c:8]([n:9]1[CH2:10][CH:11]1[CH2:12][CH2:13][O:14][CH2:15][CH2:16]1)[cH:17][cH:18][c:19]([S:21](=[O:22])(=[O:23])[NH:29][C:26]([CH3:25])([CH3:27])[CH3:28])[cH:20]2. Starting materials: ClCC(=O)NC=1SC=C(N1)C(C(=O)N[C@@H]1C(N[C@@H]1CNC(=O)OCCS(=O)(=O)C)=O)=NOC (cis-3-[2-(2- chloroacetamido-4-thiazolyl)-2-methoxyiminoacetamido]-4-(2-methylsulfonylethoxycarbonylaminomethyl)-2-oxoazetidine), [OH-].[Na+] (sodium hydroxide), Cl (HCl), C(C)O (ethanol). Run in CN(C=O)C (N,N-dimethylformamide). Run at time 20 minute. Product: ClCC(=O)NC=1SC=C(N1)C(C(=O)N[C@@H]1C(N[C@@H]1CNC(=O)OCC1=CC=C(C=C1)[N+](=O)[O-])=O)=NOC (cis-3-[2-(2-chloroacetamido-4-thiazolyl)-2-methoxyiminoacetamido]-4-(p-nitrobenzyloxycarbonylaminomethyl)-2-oxoazetidine). Reaction SMILES: [Cl:1][CH2:2][C:3]([NH:5][C:6]1[S:7][CH:8]=[C:9]([C:11](=[N:31][O:32][CH3:33])[C:12]([NH:14][C@H:15]2[C@@H:18]([CH2:19][NH:20][C:21]([O:23][CH2:24][CH2:25]S(C)(=O)=O)=[O:22])[NH:17][C:16]2=[O:30])=[O:13])[N:10]=1)=[O:4].[OH-:34].[Na+].Cl.[CH2:37](O)[CH3:38]>CN(C)C=O>[Cl:1][CH2:2][C:3]([NH:5][C:6]1[S:7][CH:8]=[C:9]([C:11](=[N:31][O:32][CH3:33])[C:12]([NH:14][C@H:15]2[C@@H:18]([CH2:19][NH:20][C:21]([O:23][CH2:24][C:25]3[CH:38]=[CH:37][C:11]([N+:31]([O-:32])=[O:34])=[CH:9][CH:8]=3)=[O:22])[NH:17][C:16]2=[O:30])=[O:13])[N:10]=1)=[O:4] |f:1.2|. Reported procedure: In a mixture of 25 ml of ethanol and 5 ml of N,N-dimethylformamide is suspended 525 mg of cis-3-[2-(2- chloroacetamido-4-thiazolyl)-2-methoxyiminoacetamido]-4-(2-methylsulfonylethoxycarbonylaminomethyl)-2-oxoazetidine (syn-isomer) as obtained in Reference Example 119C, followed by addition of 5 ml of ethanolic sodium hydroxide (0.5N). The mixture is stirred at room temperature for 20 minutes, after which 2.5 ml of 1N HCl is added. The ethanol is distilled off under reduced pressure and the resid... The reactants are C1(=CC=CC=C1)C1(OC2=C(O1)C=CC(=C2)C(CC)=O)C2=CC=CC=C2 (1-(2,2-Diphenyl-benzo(1,3)dioxol-5-yl)-propan-1-one), BrBr (bromine). Run in C(Cl)(Cl)(Cl)Cl (carbon tetrachloride). Conditions: time 30 minute. The product is BrC(C(=O)C1=CC2=C(OC(O2)(C2=CC=CC=C2)C2=CC=CC=C2)C=C1)C (2-bromo-1-(2,2-diphenyl-benzo(1,3)dioxol-5-yl)-propan-1-one). Isolated yield 96.0%. Reaction SMILES: [C:1]1([C:7]2([C:20]3[CH:25]=[CH:24][CH:23]=[CH:22][CH:21]=3)[O:11][C:10]3[CH:12]=[CH:13][C:14]([C:16](=[O:19])[CH2:17][CH3:18])=[CH:15][C:9]=3[O:8]2)[CH:6]=[CH:5][CH:4]=[CH:3][CH:2]=1.[Br:26]Br>C(Cl)(Cl)(Cl)Cl>[Br:26][CH:17]([CH3:18])[C:16]([C:14]1[CH:13]=[CH:12][C:10]2[O:11][C:7]([C:1]3[CH:6]=[CH:5][CH:4]=[CH:3][CH:2]=3)([C:20]3[CH:21]=[CH:22][CH:23]=[CH:24][CH:25]=3)[O:8][C:9]=2[CH:15]=1)=[O:19]. Procedure: 1-(2,2-Diphenyl-benzo(1,3)dioxol-5-yl)-propan-1-one (the compound of Preparation 42, 4.70 g, 14.23 mmol) was dissolved in carbon tetrachloride (60 mL) and bromine (0.74 mL, 14.36 mmol in 10 mL of carbon tetrachloride) was added dropwise. The reaction was stirred at ambient temperature 30 min and then it was extracted with saturated aqueous bicarbonate solution. The organic phase was washed with water and brine, dried over magnesium sulfate, and concentrated to afford 5.58 g (96%) of 2-bromo-1-(2... The reactants are BrC=1C=C(C=NC1OCC)C(=O)C1=CN(C=2N=CN=CC21)C(C)C ((5-Bromo-6-ethoxy-pyridin3-yl)-(7-isopropyl-7H-pyrrolo[2,3-d]pyrimidin-5-yl)-methanone), N (ammonia). Reagents/catalysts: [Cu-]=O (Copper(I) oxide). The solvent is CN1CCCC1=O (NMP), O (water). Reaction conditions: temperature 130 celsius. Product: NC=1C=C(C=NC1OCC)C(=O)C1=CN(C=2N=CN=CC21)C(C)C ((5-Amino-6-ethoxy-pyridin-3-yl)-(7-isopropyl-7H-pyrrolo[2,3-d]pyrimidin-5-yl)-methanone). Yield: 24.0%. RXN SMILES: Br[C:2]1[CH:3]=[C:4]([C:11]([C:13]2[C:21]3[CH:20]=[N:19][CH:18]=[N:17][C:16]=3[N:15]([CH:22]([CH3:24])[CH3:23])[CH:14]=2)=[O:12])[CH:5]=[N:6][C:7]=1[O:8][CH2:9][CH3:10].[NH3:25]>CN1C(=O)CCC1.O.[Cu-]=O>[NH2:25][C:2]1[CH:3]=[C:4]([C:11]([C:13]2[C:21]3[CH:20]=[N:19][CH:18]=[N:17][C:16]=3[N:15]([CH:22]([CH3:24])[CH3:23])[CH:14]=2)=[O:12])[CH:5]=[N:6][C:7]=1[O:8][CH2:9][CH3:10]. Procedure: Copper(I) oxide (38.6 mg, 0.27 mmol) was added to (5-Bromo-6-ethoxy-pyridin3-yl)-(7-isopropyl-7H-pyrrolo[2,3-d]pyrimidin-5-yl)-methanone (Preparation 241, 350 mg, 0.89 mmol) in concentrated ammonia solution (6 mL) and NMP (1 mL). The mixture was heated in a sealed vessel at 130° C. for 17 hours. The reaction mixture was cooled to room temperature and diluted with water (10 ml). It was extracted with 20% i-PrOH in DCM (6×50 mL), dried (Na2SO4) and evaporated in vacuo. The crude material was purif...